From a dataset of the Open Reaction Database (ORD), a public repository of structured organic reaction records. describe an organic reaction: reactants, conditions, products, and yield Reactants: N(O)=C1C(CCC1)CCCC(=O)OCC (Ethyl 4-(2-hydroximino-cyclopentyl)-butyrate). The reagents and catalysts are [Pt]=O (platinum oxide). Solvent: C(C)(=O)O (acetic acid). Product: NC1C(CCC1)CCCC(=O)OCC (Ethyl 4-(2-amino-cyclopentyl)-butyrate). Reaction SMILES: [N:1](=[C:3]1[CH2:7][CH2:6][CH2:5][CH:4]1[CH2:8][CH2:9][CH2:10][C:11]([O:13][CH2:14][CH3:15])=[O:12])O>C(O)(=O)C.[Pt]=O>[NH2:1][CH:3]1[CH2:7][CH2:6][CH2:5][CH:4]1[CH2:8][CH2:9][CH2:10][C:11]([O:13][CH2:14][CH3:15])=[O:12]. Reported procedure: 12.8 g of oxime from Example I (3) are dissolved in 128 ml of glacial acetic acid, 1.3 g of platinum oxide are added and the mixture is hydrogenated in an autoclave under a hydrogen pressure of 10 atmospheres for 8 hours. After the catalyst has been filtered off with suction, the filtrate is concentrated in vacuo, the residue is taken up in methylene chloride and the mixture is extracted with 2N aqueous HCl. The HCl phase is rendered basic with sodium hydroxide solution and extracted with methyl... Reactants: Cc1cc(C(=O)O)c(S(=O)(=O)NC(C)(C)C)o1, CCOC(C)=O. Product: Cc1cc(C(=O)O)c(S(N)(=O)=O)o1. As a reaction SMILES: [C:1]([CH3:2])([CH3:3])([CH3:4])[NH:5][S:6](=[O:7])(=[O:8])[c:9]1[o:10][c:11]([CH3:17])[cH:12][c:13]1[C:14](=[O:15])[OH:16].[CH3:18][CH2:19][O:20][C:21](=[O:22])[CH3:23]>>[NH2:5][S:6](=[O:7])(=[O:8])[c:9]1[o:10][c:11]([CH3:17])[cH:12][c:13]1[C:14](=[O:15])[OH:16]. Reported procedure: 1.94 g of methyl 4-oxo-3-piperidinecarboxylate hydrochloride, 1.68 g of sodium hydrogencarbonate and 1.67 g of ethyl bromoacetate were dissolved in a mixed solvent comprising 32 ml of water and 8 ml of diethyl ether and stirred at room temperature overnight. 50 ml of ethyl acetate was added to the reaction liquid, and the organic layer was separated by liquid-liquid separation. This was dried with sodium sulfate and concentrated. The resulting residue was purified by silica gel column chromatogr... Run at time 8 hour. The reactants are Cl.O=C1C(CNCC1)C(=O)OC (methyl 4-oxo-3-piperidinecarboxylate hydrochloride), C(O)([O-])=O.[Na+] (sodium hydrogencarbonate), BrCC(=O)OCC (ethyl bromoacetate), C(C)(=O)OCC (ethyl acetate). Reaction SMILES: Cl.[O:2]=[C:3]1[CH2:8][CH2:7][NH:6][CH2:5][CH:4]1[C:9]([O:11][CH3:12])=[O:10].C(=O)([O-])O.[Na+].Br[CH2:19][C:20]([O:22][CH2:23][CH3:24])=[O:21].C(OCC)(=O)C>O.C(OCC)C>[CH3:12][O:11][C:9]([CH:4]1[C:3](=[O:2])[CH2:8][CH2:7][N:6]([CH2:19][C:20]([O:22][CH2:23][CH3:24])=[O:21])[CH2:5]1)=[O:10] |f:0.1,2.3|. The solvent is O (water), C(C)OCC (diethyl ether). Yields the product COC(=O)C1CN(CCC1=O)CC(=O)OCC (ethyl 3-methoxycarbonyl-4-oxo-1-piperidineacetate). Yield: 61.7%. The reactants are CC(C(=O)OCN1N=C(N=C1)C1=CC=C(C=C1)C1=CC(=CC=C1)C=O)(C)C ([3-(3′-formyl-4-biphenylyl)-1H-1,2,4-triazol-1-yl]methyl 2,2-dimethylpropanoate), NC1CC2=CC=CC=C2C1 (2-aminoindane), C1CCOC1.CO (THF MeOH). Run in C(C)(=O)O (acetic acid). Run at time 8 hour. Product: CC(C(=O)OCN1N=C(N=C1)C1=CC=C(C=C1)C1=CC(=CC=C1)CNC1CC2=CC=CC=C2C1)(C)C ((3-{3′-[(2,3-dihydro-1H-inden-2-ylamino)methyl]-4-biphenylyl}-1H-1,2,4-triazol-1-yl)methyl 2,2-dimethylpropanoate). As a reaction SMILES: [CH3:1][C:2]([CH3:27])([CH3:26])[C:3]([O:5][CH2:6][N:7]1[CH:11]=[N:10][C:9]([C:12]2[CH:17]=[CH:16][C:15]([C:18]3[CH:23]=[CH:22][CH:21]=[C:20]([CH:24]=O)[CH:19]=3)=[CH:14][CH:13]=2)=[N:8]1)=[O:4].[NH2:28][CH:29]1[CH2:37][C:36]2[C:31](=[CH:32][CH:33]=[CH:34][CH:35]=2)[CH2:30]1.C1COCC1.CO>C(O)(=O)C>[CH3:1][C:2]([CH3:27])([CH3:26])[C:3]([O:5][CH2:6][N:7]1[CH:11]=[N:10][C:9]([C:12]2[CH:13]=[CH:14][C:15]([C:18]3[CH:23]=[CH:22][CH:21]=[C:20]([CH2:24][NH:28][CH:29]4[CH2:37][C:36]5[C:31](=[CH:32][CH:33]=[CH:34][CH:35]=5)[CH2:30]4)[CH:19]=3)=[CH:16][CH:17]=2)=[N:8]1)=[O:4] |f:2.3|. Procedure: To a solution of [3-(3′-formyl-4-biphenylyl)-1H-1,2,4-triazol-1-yl]methyl 2,2-dimethylpropanoate (0.081 g, 0.22 mmol; I-X-17) and 2-aminoindane (0.045 mL, 0.35 mmol) in 1:1 THF/MeOH (2 mL) was added acetic acid (0.12 mL) and MP-BH3CN (ca. 0.67 mmol, Note 1). The mixture was stirred at room temperature overnight, resin was remove by filtration (THF wash) and the filtrate was concentrated in vacuo. The residue was partitioned between EtOAc/5% Na2CO3, layers were separated and the aqueous layer was... The reactants are O=C([O-])[O-], COCCCOS(=O)(=O)c1ccc(C)cc1, [K+], [K+], CN(C)C=O, O=Cc1ccccc1O. Product: COCCCOc1ccccc1C=O, Cc1ccc(S(=O)(=O)[O-])cc1. As a reaction SMILES: [C:10](=[O:11])([O-:12])[O-:13].[CH3:16][O:17][CH2:18][CH2:19][CH2:20][O:21][S:22](=[O:23])(=[O:24])[c:25]1[cH:26][cH:27][c:28]([CH3:31])[cH:29][cH:30]1.[K+:14].[K+:15].[O:32]=[CH:33][N:34]([CH3:35])[CH3:36].[OH:1][c:2]1[c:3]([CH:4]=[O:5])[cH:6][cH:7][cH:8][cH:9]1>>[O:1]([c:2]1[c:3]([CH:4]=[O:5])[cH:6][cH:7][cH:8][cH:9]1)[CH2:20][CH2:19][CH2:18][O:17][CH3:16].[O:21]=[S:22](=[O:23])([O-:24])[c:25]1[cH:26][cH:27][c:28]([CH3:31])[cH:29][cH:30]1. The reactants are N#Cc1ncccc1Br, O=C([O-])[O-], Cc1ccccc1, [Cs+], [Cs+], O=C(C=Cc1ccccc1)C=Cc1ccccc1, O=C(C=Cc1ccccc1)C=Cc1ccccc1, O=C(C=Cc1ccccc1)C=Cc1ccccc1, [Pd], [Pd], CC1(C)c2cccc(P(c3ccccc3)c3ccccc3)c2Oc2c(P(c3ccccc3)c3ccccc3)cccc21, c1ccc2[nH]ccc2c1. Product: N#Cc1ncccc1-n1ccc2ccccc21. As a reaction SMILES: [Br:1][c:2]1[c:3]([C:8]#[N:9])[n:4][cH:5][cH:6][cH:7]1.[C:19](=[O:20])([O-:21])[O-:22].[CH3:67][c:68]1[cH:69][cH:70][cH:71][cH:72][cH:73]1.[Cs+:23].[Cs+:24].[O:112]=[C:113]([CH:114]=[CH:115][c:116]1[cH:117][cH:118][cH:119][cH:120][cH:121]1)[CH:122]=[CH:123][c:124]1[cH:125][cH:126][cH:127][cH:128][cH:129]1.[O:76]=[C:77]([CH:78]=[CH:79][c:80]1[cH:81][cH:82][cH:83][cH:84][cH:85]1)[CH:86]=[CH:87][c:88]1[cH:89][cH:90][cH:91][cH:92][cH:93]1.[O:94]=[C:95]([CH:96]=[CH:97][c:98]1[cH:99][cH:100][cH:101][cH:102][cH:103]1)[CH:104]=[CH:105][c:106]1[cH:107][cH:108][cH:109][cH:110][cH:111]1.[Pd:74].[Pd:75].[c:25]1([P:26]([c:27]2[cH:28][cH:29][cH:30][cH:31][cH:32]2)[c:33]2[c:34]3[c:58]([cH:59][cH:60][cH:61]2)[C:55]([CH3:56])([CH3:57])[c:37]2[c:36]([c:41]([P:42]([c:43]4[cH:44][cH:45][cH:46][cH:47][cH:48]4)[c:49]4[cH:50][cH:51][cH:52][cH:53][cH:54]4)[cH:40][cH:39][cH:38]2)[O:35]3)[cH:62][cH:63][cH:64][cH:65][cH:66]1.[nH:10]1[cH:11][cH:12][c:13]2[cH:14][cH:15][cH:16][cH:17][c:18]12>>[c:2]1(-[n:10]2[cH:11][cH:12][c:13]3[cH:14][cH:15][cH:16][cH:17][c:18]23)[c:3]([C:8]#[N:9])[n:4][cH:5][cH:6][cH:7]1. Reactants: B(OC(C)C)(OC(C)C)OC(C)C (triisopropyl borate), FC(C1=CC=CC2=C1SC=C2)(F)F (7-trifluoromethyl-benzo[b]thiophene), [Li]CCCC (n-BuLi). Run in C1CCOC1 (THF), CCCCCC (hexane). Run at temperature -30 celsius, time 10 minute. The product is FC(C1=CC=CC2=C1SC(=C2)B(O)O)(F)F (7-trifluoromethylbenzo[b]thiophen-2-boronic acid). RXN SMILES: [F:1][C:2]([F:13])([F:12])[C:3]1[C:8]2[S:9][CH:10]=[CH:11][C:7]=2[CH:6]=[CH:5][CH:4]=1.[Li]CCCC.[B:19](OC(C)C)([O:24]C(C)C)[O:20]C(C)C>C1COCC1.CCCCCC>[F:13][C:2]([F:1])([F:12])[C:3]1[C:8]2[S:9][C:10]([B:19]([OH:24])[OH:20])=[CH:11][C:7]=2[CH:6]=[CH:5][CH:4]=1. Procedure details: To a solution of 7-trifluoromethyl-benzo[b]thiophene (0.52 g, 0.0026 mol) in THF (30 mL) at −78° C. was added 2.5 M of n-BuLi in hexane (1.4 mL). The reaction was then slowly warmed up to −30° C. over 30 min. and stirred at this temperature for 10 min prior to recooling to −78° C. and treatement with triisopropyl borate (0.7255 g, 0.0038 mol). The reaction was then slowly warmed up to 0° C. then was quenched with saturated ammonium chloride and the solvent removed in vacuo. To the residue was ad... RXN SMILES: [CH2:21]([Cl:22])[Cl:23].[CH3:12][O:13][CH2:14][O:15][CH2:16][C:17](=[CH2:18])[CH2:19][CH3:20].[Cl:1][c:2]1[cH:3][cH:4][cH:5][c:6]([C:7]([O:8][OH:10])=[O:9])[cH:11]1>>[O:9]1[C:17]([CH2:16][O:15][CH2:14][O:13][CH3:12])([CH2:19][CH3:20])[CH2:18]1. Reactants: ClCCl, C=C(CC)COCOC, O=C(OO)c1cccc(Cl)c1. Yields the product CCC1(COCOC)CO1.